This data is from the Open Reaction Database (ORD), a public repository of structured organic reaction records. The task is: describe an organic reaction: reactants, conditions, products, and yield Yields the product NCc1ccc(NCc2ccccc2)nc1. Reaction SMILES: [CH2:1]([c:2]1[cH:3][cH:4][cH:5][cH:6][cH:7]1)[NH:8][c:9]1[n:10][cH:11][c:12]([C:13]#[N:14])[cH:15][cH:16]1.[CH3:17][CH2:18][OH:19]>>[CH2:1]([c:2]1[cH:3][cH:4][cH:5][cH:6][cH:7]1)[NH:8][c:9]1[n:10][cH:11][c:12]([CH2:13][NH2:14])[cH:15][cH:16]1. The reactants are N#Cc1ccc(NCc2ccccc2)nc1, CCO. Reactants: ClC1=CC=C(C=C1)NC(=O)NC(C(C1=CC=CC=C1)NC(=O)NC=1C=C(C(=O)[O-])C=CC1)C1=CC=CC=C1 (3-[[[[2-[[[(4-chlorophenyl)amino]carbonyl]amino]-1,2-diphenylethyl]amino]carbonyl]amino]benzoate), O.[OH-].[Li+] (lithium hydroxide monohydrate), O (water). The solvent is CO (MeOH). Conditions: time 8 hour. The product is ClC1=CC=C(C=C1)NC(=O)NC(C(C1=CC=CC=C1)NC(=O)NC=1C=C(C(=O)O)C=CC1)C1=CC=CC=C1 (3-[[[[2-[[[(4-chlorophenyl)amino]-carbonyl]amino]-1,2 -diphenylethyl]amino]carbonyl]-amino]benzoic acid). RXN SMILES: [Cl:1][C:2]1[CH:7]=[CH:6][C:5]([NH:8][C:9]([NH:11][CH:12]([C:33]2[CH:38]=[CH:37][CH:36]=[CH:35][CH:34]=2)[CH:13]([NH:20][C:21]([NH:23][C:24]2[CH:25]=[C:26]([CH:30]=[CH:31][CH:32]=2)[C:27]([O-:29])=[O:28])=[O:22])[C:14]2[CH:19]=[CH:18][CH:17]=[CH:16][CH:15]=2)=[O:10])=[CH:4][CH:3]=1.O.[OH-].[Li+].O>CO>[Cl:1][C:2]1[CH:3]=[CH:4][C:5]([NH:8][C:9]([NH:11][CH:12]([C:33]2[CH:38]=[CH:37][CH:36]=[CH:35][CH:34]=2)[CH:13]([NH:20][C:21]([NH:23][C:24]2[CH:25]=[C:26]([CH:30]=[CH:31][CH:32]=2)[C:27]([OH:29])=[O:28])=[O:22])[C:14]2[CH:15]=[CH:16][CH:17]=[CH:18][CH:19]=2)=[O:10])=[CH:6][CH:7]=1 |f:1.2.3|. Procedure details: To a solution of ethyl-(-)-[S-(R*,R*)]-3-[[[[2-[[[(4-chlorophenyl)amino]carbonyl]amino]-1,2-diphenylethyl]amino]carbonyl]amino]benzoate (0.15 g, 0.27 mmol) in MeOH (8 mL) is added lithium hydroxide monohydrate (0.01 g, 0.27 mmol) followed by water to the cloud point. The resulting mixture is stirred overnight at room temperature. The mixture is warmed to 50° C. for 3 hours. The solvent is removed in vacuo and the residue partitioned between water and diethyl ether. The layers are separated and t... Starting materials: CC(C)O, O=C(Nc1cccc(-c2nn3ccccc3c2-c2ccnc(Cl)n2)c1)C(F)(F)F, Nc1cccc(OCCCl)c1, Cl. The product is O=C(Nc1cccc(-c2nn3ccccc3c2-c2ccnc(Nc3cccc(OCCCl)c3)n2)c1)C(F)(F)F. RXN SMILES: [CH:42]([OH:43])([CH3:44])[CH3:45].[Cl:1][c:2]1[n:3][cH:4][cH:5][c:6](-[c:8]2[c:9](-[c:17]3[cH:18][c:19]([NH:23][C:24]([C:25]([F:26])([F:27])[F:28])=[O:29])[cH:20][cH:21][cH:22]3)[n:10][n:11]3[c:12]2[cH:13][cH:14][cH:15][cH:16]3)[n:7]1.[Cl:30][CH2:31][CH2:32][O:33][c:34]1[cH:35][c:36]([NH2:37])[cH:38][cH:39][cH:40]1.[ClH:41]>>[c:2]1([NH:37][c:36]2[cH:35][c:34]([O:33][CH2:32][CH2:31][Cl:30])[cH:40][cH:39][cH:38]2)[n:3][cH:4][cH:5][c:6](-[c:8]2[c:9](-[c:17]3[cH:18][c:19]([NH:23][C:24]([C:25]([F:26])([F:27])[F:28])=[O:29])[cH:20][cH:21][cH:22]3)[n:10][n:11]3[c:12]2[cH:13][cH:14][cH:15][cH:16]3)[n:7]1. Reactants: O=C([O-])[O-], Cc1cc(C#C[Si](C)(C)C)ccc1Cn1ccnc1, CO, [K+], [K+]. Yields the product C#Cc1ccc(Cn2ccnc2)c(C)c1. RXN SMILES: [C:20](=[O:21])([O-:22])[O-:23].[CH3:1][c:2]1[c:3]([CH2:4][n:5]2[cH:6][n:7][cH:8][cH:9]2)[cH:10][cH:11][c:12]([C:14]#[C:15][Si:16]([CH3:17])([CH3:18])[CH3:19])[cH:13]1.[CH3:26][OH:27].[K+:24].[K+:25]>>[CH3:1][c:2]1[c:3]([CH2:4][n:5]2[cH:6][n:7][cH:8][cH:9]2)[cH:10][cH:11][c:12]([C:14]#[CH:15])[cH:13]1. The reactants are OC1CCc2cc(Br)ccc21, ClCCl, O=S(Cl)Cl, c1ccncc1. Product: ClC1CCc2cc(Br)ccc21. Reaction SMILES: [Br:1][c:2]1[cH:3][c:4]2[c:8]([cH:9][cH:10]1)[CH:7]([OH:11])[CH2:6][CH2:5]2.[Cl:22][CH2:23][Cl:24].[S:18]([Cl:19])([Cl:20])=[O:21].[cH:12]1[cH:13][cH:14][n:15][cH:16][cH:17]1>>[Br:1][c:2]1[cH:3][c:4]2[c:8]([cH:9][cH:10]1)[CH:7]([Cl:20])[CH2:6][CH2:5]2. Reactants: CCSc1ccnc(C2Cn3c(nc4ccccc43)S2)c1C, O=C(OO)c1cccc(Cl)c1, ClCCl. The product is CCSc1ccnc(C2Cn3c(nc4ccccc43)S2=O)c1C. As a reaction SMILES: [CH2:1]([CH3:2])[S:3][c:4]1[c:5]([CH3:22])[c:6]([CH:10]2[CH2:11][n:12]3[c:13]([n:14][c:15]4[c:16]3[cH:17][cH:18][cH:19][cH:20]4)[S:21]2)[n:7][cH:8][cH:9]1.[Cl:23][c:24]1[cH:25][c:26]([C:31](=[O:28])[O:32][OH:33])[cH:27][cH:29][cH:30]1.[Cl:34][CH2:35][Cl:36]>>[CH2:1]([CH3:2])[S:3][c:4]1[c:5]([CH3:22])[c:6]([CH:10]2[CH2:11][n:12]3[c:13]([n:14][c:15]4[c:16]3[cH:17][cH:18][cH:19][cH:20]4)[S:21]2=[O:28])[n:7][cH:8][cH:9]1.